From a dataset of the Open Reaction Database (ORD), a public repository of structured organic reaction records. describe an organic reaction: reactants, conditions, products, and yield Starting materials: OCCCCCO, C1CCOC1, C=C(C)n1c(Cl)nc2ccccc21, [Na], O. Yields the product C=C(C)n1c(OCCCCCO)nc2ccccc21. RXN SMILES: [CH2:1]([CH2:2][CH2:3][CH2:4][CH2:5][OH:6])[OH:7].[CH2:9]1[O:10][CH2:11][CH2:12][CH2:13]1.[Cl:14][c:15]1[n:16][c:17]2[c:18]([n:19]1[C:20](=[CH2:21])[CH3:22])[cH:23][cH:24][cH:25][cH:26]2.[Na:8].[OH2:27]>>[CH2:1]([CH2:2][CH2:3][CH2:4][CH2:5][OH:6])[O:7][c:15]1[n:16][c:17]2[c:18]([n:19]1[C:20](=[CH2:21])[CH3:22])[cH:23][cH:24][cH:25][cH:26]2. Reactants: ClC=1N=NC(=CC1)N1CCN(CC1)C1CC1 (3-chloro-6-(4-cyclopropyl-piperazin-1-yl)-pyridazine), O1CCOC2=C1C=CC(=C2)B(O)O (1,4-benzodioxane-6-boronic acid). Product: Cl.Cl.C1(CC1)N1CCN(CC1)C=1N=NC(=CC1)C1=CC2=C(OCCO2)C=C1 (3-(4-Cyclopropylpiperazin-1-yl)-6-(2,3-dihydro-1,4-benzodioxin-6-yl)pyridazine, dihydrochloride). As a reaction SMILES: [Cl:1][C:2]1[N:3]=[N:4][C:5]([N:8]2[CH2:13][CH2:12][N:11]([CH:14]3[CH2:16][CH2:15]3)[CH2:10][CH2:9]2)=[CH:6][CH:7]=1.[O:17]1[C:22]2[CH:23]=[CH:24][C:25](B(O)O)=[CH:26][C:21]=2[O:20][CH2:19][CH2:18]1>>[ClH:1].[ClH:1].[CH:14]1([N:11]2[CH2:12][CH2:13][N:8]([C:5]3[N:4]=[N:3][C:2]([C:25]4[CH:24]=[CH:23][C:22]5[O:17][CH2:18][CH2:19][O:20][C:21]=5[CH:26]=4)=[CH:7][CH:6]=3)[CH2:9][CH2:10]2)[CH2:16][CH2:15]1 |f:2.3.4|. Reported procedure: The title compound was prepared by a similar procedure to that described in Example 68, starting from 3-chloro-6-(4-cyclopropyl-piperazin-1-yl)-pyridazine and 1,4-benzodioxane-6-boronic acid. 1H NMR (400 MHz, DMSO-d6) δ 8.38 (d, 1H), 7.95 (d, 1H), 7.63 (m, 1H), 7.58 (m, 1H), 7.05 (d, 1H), 4.57 (broad m, 2H), 4.32 (m, 4H), 3.63 (broad m, 4H), 3.39 (broad m, 2H), 2.88 (broad m, 1H), 1.23 (m, 2H), 0.82 (m, 2H).